From a dataset of the Open Reaction Database (ORD), a public repository of structured organic reaction records. describe an organic reaction: reactants, conditions, products, and yield Reactants: CC(C)(C)Cn1c(CBr)cc2cnc(C#N)nc21, CS(C)=O, Oc1ccc(Cl)nc1, [K+], [K+], O=C([O-])[O-], CN(C)C=O, O. RXN SMILES: [Br:1][CH2:2][c:3]1[cH:4][c:5]2[c:6]([n:7][c:8]([C:11]#[N:12])[n:9][cH:10]2)[n:13]1[CH2:14][C:15]([CH3:16])([CH3:17])[CH3:18].[CH3:38][S:39]([CH3:40])=[O:41].[Cl:24][c:25]1[n:26][cH:27][c:28]([OH:31])[cH:29][cH:30]1.[K+:32].[K+:33].[O-:34][C:35]([O-:36])=[O:37].[O:19]=[CH:20][N:21]([CH3:22])[CH3:23].[OH2:42]>>[CH2:2]([c:3]1[cH:4][c:5]2[c:6]([n:7][c:8]([C:11]#[N:12])[n:9][cH:10]2)[n:13]1[CH2:14][C:15]([CH3:16])([CH3:17])[CH3:18])[O:31][c:28]1[cH:27][n:26][c:25]([Cl:24])[cH:30][cH:29]1. The product is CC(C)(C)Cn1c(COc2ccc(Cl)nc2)cc2cnc(C#N)nc21. Product: c1cn(C2CN3CCC2CC3)cn1. Reactants: CCO, O=C[O-], [NH4+], C1=C(n2ccnc2)C2CCN1CC2. RXN SMILES: [CH3:18][CH2:19][OH:20].[CH:14]([O-:15])=[O:16].[NH4+:17].[n:1]1([C:6]2=[CH:7][N:8]3[CH2:9][CH2:10][CH:11]2[CH2:12][CH2:13]3)[cH:2][n:3][cH:4][cH:5]1>>[n:1]1([CH:6]2[CH2:7][N:8]3[CH2:9][CH2:10][CH:11]2[CH2:12][CH2:13]3)[cH:2][n:3][cH:4][cH:5]1. Starting materials: C1CCOC1, O=C(O)c1ccc(Cl)cn1. Yields the product OCc1ccc(Cl)cn1. RXN SMILES: [CH2:11]1[O:12][CH2:13][CH2:14][CH2:15]1.[Cl:1][c:2]1[cH:3][cH:4][c:5]([C:8](=[O:9])[OH:10])[n:6][cH:7]1>>[Cl:1][c:2]1[cH:3][cH:4][c:5]([CH2:8][OH:9])[n:6][cH:7]1. The reactants are O=C1CCC(Cc2ccc(-c3ccccc3)cc2)N1Cc1ccccc1, CC1CC(Cc2ccc(-c3ccccc3)cc2)N(C(=O)OCc2ccccc2)C1=O, C1CCOC1. Product: CC1CC(Cc2ccc(-c3ccccc3)cc2)N(Cc2ccccc2)C1=O. As a reaction SMILES: [CH2:1]([c:2]1[cH:3][cH:4][cH:5][cH:6][cH:7]1)[N:8]1[C:9](=[O:26])[CH2:10][CH2:11][CH:12]1[CH2:13][c:14]1[cH:15][cH:16][c:17](-[c:20]2[cH:21][cH:22][cH:23][cH:24][cH:25]2)[cH:18][cH:19]1.[CH2:27]([O:28][C:29]([N:30]1[CH:31]([CH2:32][c:33]2[cH:34][cH:35][c:36](-[c:37]3[cH:38][cH:39][cH:40][cH:41][cH:42]3)[cH:43][cH:44]2)[CH2:45][CH:46]([CH3:47])[C:48]1=[O:49])=[O:50])[c:51]1[cH:52][cH:53][cH:54][cH:55][cH:56]1.[CH2:57]1[O:58][CH2:59][CH2:60][CH2:61]1>>[CH2:1]([c:2]1[cH:3][cH:4][cH:5][cH:6][cH:7]1)[N:8]1[C:9](=[O:26])[CH:10]([CH3:27])[CH2:11][CH:12]1[CH2:13][c:14]1[cH:15][cH:16][c:17](-[c:20]2[cH:21][cH:22][cH:23][cH:24][cH:25]2)[cH:18][cH:19]1.